This data is from the Open Reaction Database (ORD), a public repository of structured organic reaction records. The task is: describe an organic reaction: reactants, conditions, products, and yield Reported procedure: Prepared as described for Compound 406 using 4,4′-dimethylbenzil in place of benzil. The product is C1(CCCCC1)N1C(=NC2=C1C=CC(=C2)C(=O)O)C=2C=C1N=C(C(=NC1=CC2)C2=CC=C(C=C2)C)C2=CC=C(C=C2)C (1-Cyclohexyl-2-(2,3-di-p-tolylquinoxalin-6-yl)-1H-benzimidazole-5-carboxylic acid). Starting materials: C1(CCCCC1)N1C(=NC2=C1C=CC(=C2)C(=O)O)C=2C=C1N=C(C(=NC1=CC2)C2=CC=CC=C2)C2=CC=CC=C2 (1-Cyclohexyl-2-(2,3-diphenylquinoxalin-6-yl)-1H-benzimidazole-5-carboxylic acid), CC1=CC=C(C=C1)C(=O)C(=O)C1=CC=C(C=C1)C (4,4′-dimethylbenzil). As a reaction SMILES: [CH:1]1([N:7]2[C:11]3[CH:12]=[CH:13][C:14]([C:16]([OH:18])=[O:17])=[CH:15][C:10]=3[N:9]=[C:8]2[C:19]2[CH:20]=[C:21]3[C:26](=[CH:27][CH:28]=2)[N:25]=C(C2C=CC=CC=2)C(C2C=CC=CC=2)=[N:22]3)[CH2:6][CH2:5][CH2:4][CH2:3][CH2:2]1.[CH3:41][C:42]1[CH:47]=[CH:46][C:45]([C:48]([C:50]([C:52]2[CH:57]=[CH:56][C:55]([CH3:58])=[CH:54][CH:53]=2)=O)=O)=[CH:44][CH:43]=1>>[CH:1]1([N:7]2[C:11]3[CH:12]=[CH:13][C:14]([C:16]([OH:18])=[O:17])=[CH:15][C:10]=3[N:9]=[C:8]2[C:19]2[CH:20]=[C:21]3[C:26](=[CH:27][CH:28]=2)[N:25]=[C:48]([C:45]2[CH:46]=[CH:47][C:42]([CH3:41])=[CH:43][CH:44]=2)[C:50]([C:52]2[CH:57]=[CH:56][C:55]([CH3:58])=[CH:54][CH:53]=2)=[N:22]3)[CH2:2][CH2:3][CH2:4][CH2:5][CH2:6]1.